Dataset: the Open Reaction Database (ORD), a public repository of structured organic reaction records. Task: describe an organic reaction: reactants, conditions, products, and yield The reactants are [Al+3], CCOC(C)=O, COCCOC, CC(=O)O, [H-], [H-], [H-], [H-], [Li+], CCOC(=O)c1cc(N)c(Oc2cccc(C(F)(F)F)c2)c(S(N)(=O)=O)c1, O. Product: Nc1cc(CO)cc(S(N)(=O)=O)c1Oc1cccc(C(F)(F)F)c1. As a reaction SMILES: [Al+3:2].[CH3:34][CH2:35][O:36][C:37](=[O:38])[CH3:39].[CH3:41][O:42][CH2:43][CH2:44][O:45][CH3:46].[CH3:47][C:48](=[O:49])[OH:50].[H-:1].[H-:4].[H-:5].[H-:6].[Li+:3].[NH2:7][c:8]1[cH:9][c:10]([C:11](=[O:12])[O:13][CH2:14][CH3:15])[cH:16][c:17]([S:30]([NH2:31])(=[O:32])=[O:33])[c:18]1[O:19][c:20]1[cH:21][c:22]([C:26]([F:27])([F:28])[F:29])[cH:23][cH:24][cH:25]1.[OH2:40]>>[NH2:7][c:8]1[cH:9][c:10]([CH2:11][OH:12])[cH:16][c:17]([S:30]([NH2:31])(=[O:32])=[O:33])[c:18]1[O:19][c:20]1[cH:21][c:22]([C:26]([F:27])([F:28])[F:29])[cH:23][cH:24][cH:25]1. Starting materials: BrC=1C=C(C=C(C1S(=O)(=O)C1=CC(=C(C=C1)O)C(C)C)Br)CC(=O)OC (methyl 3,5-dibromo-4-(4-hydroxy-3-isopropylphenylsulfonyl)phenylacetate). The solvent is [OH-].[Na+] (sodium hydroxide). The product is BrC=1C=C(C=C(C1S(=O)(=O)C1=CC(=C(C=C1)O)C(C)C)Br)CC(=O)O (3,5-dibromo-4-(4-hydroxy-3-isopropylphenylsulfonyl)phenylacetic acid). Yield: 96.2%. As a reaction SMILES: [Br:1][C:2]1[CH:3]=[C:4]([CH2:22][C:23]([O:25]C)=[O:24])[CH:5]=[C:6]([Br:21])[C:7]=1[S:8]([C:11]1[CH:16]=[CH:15][C:14]([OH:17])=[C:13]([CH:18]([CH3:20])[CH3:19])[CH:12]=1)(=[O:10])=[O:9]>[OH-].[Na+]>[Br:21][C:6]1[CH:5]=[C:4]([CH2:22][C:23]([OH:25])=[O:24])[CH:3]=[C:2]([Br:1])[C:7]=1[S:8]([C:11]1[CH:16]=[CH:15][C:14]([OH:17])=[C:13]([CH:18]([CH3:19])[CH3:20])[CH:12]=1)(=[O:9])=[O:10] |f:1.2|. Procedure details: A suspension of methyl 3,5-dibromo-4-(4-hydroxy-3-isopropylphenylsulfonyl)phenylacetate (2.7 g, 0.0053 mol), from Example 2, in 30 mL sodium hydroxide (5%) was heated at 60° C. for 10 min. The reaction mixture was cooled and extracted with ethyl acetate. The aqueous phase was acidified with hydrochloric acid (6N) and extracted with ethyl acetate (2X). The combined extract was washed with water and brine and dried (Na2SO4). The residue obtained after removal of the solvent was crystallized from h... The reactants are Cc1cc(-c2ccc(C(F)(F)F)nc2)nc(-c2ccnc(-c3ccc(S(=O)(=O)NC(C)(C)C)s3)c2)n1, ClCCl, O=C(O)C(F)(F)F. Product: Cc1cc(-c2ccc(C(F)(F)F)nc2)nc(-c2ccnc(-c3ccc(S(N)(=O)=O)s3)c2)n1. Reaction SMILES: [C:1]([CH3:2])([CH3:3])([CH3:4])[NH:5][S:6](=[O:7])(=[O:8])[c:9]1[s:10][c:11](-[c:14]2[n:15][cH:16][cH:17][c:18](-[c:20]3[n:21][c:22](-[c:27]4[cH:28][n:29][c:30]([C:33]([F:34])([F:35])[F:36])[cH:31][cH:32]4)[cH:23][c:24]([CH3:26])[n:25]3)[cH:19]2)[cH:12][cH:13]1.[Cl:44][CH2:45][Cl:46].[F:37][C:38]([F:39])([F:40])[C:41]([OH:42])=[O:43]>>[NH2:5][S:6](=[O:7])(=[O:8])[c:9]1[s:10][c:11](-[c:14]2[n:15][cH:16][cH:17][c:18](-[c:20]3[n:21][c:22](-[c:27]4[cH:28][n:29][c:30]([C:33]([F:34])([F:35])[F:36])[cH:31][cH:32]4)[cH:23][c:24]([CH3:26])[n:25]3)[cH:19]2)[cH:12][cH:13]1. Reactants: C1CCNC1, O=c1cc(-c2ccc(C(F)(F)F)cc2)ccn1-c1ccc2c(cnn2CCCCl)c1, [K+], [K+], O=C([O-])[O-], CN(C)C=O, O. The product is O=c1cc(-c2ccc(C(F)(F)F)cc2)ccn1-c1ccc2c(cnn2CCCN2CCCC2)c1. RXN SMILES: [CH2:37]1[CH2:38][CH2:39][NH:40][CH2:41]1.[Cl:1][CH2:2][CH2:3][CH2:4][n:5]1[n:6][cH:7][c:8]2[cH:9][c:10](-[n:14]3[c:15](=[O:30])[cH:16][c:17](-[c:20]4[cH:21][cH:22][c:23]([C:26]([F:27])([F:28])[F:29])[cH:24][cH:25]4)[cH:18][cH:19]3)[cH:11][cH:12][c:13]12.[K+:31].[K+:32].[O-:33][C:34]([O-:35])=[O:36].[O:42]=[CH:43][N:44]([CH3:45])[CH3:46].[OH2:47]>>[CH2:2]([CH2:3][CH2:4][n:5]1[n:6][cH:7][c:8]2[cH:9][c:10](-[n:14]3[c:15](=[O:30])[cH:16][c:17](-[c:20]4[cH:21][cH:22][c:23]([C:26]([F:27])([F:28])[F:29])[cH:24][cH:25]4)[cH:18][cH:19]3)[cH:11][cH:12][c:13]12)[N:40]1[CH2:39][CH2:38][CH2:37][CH2:41]1. The reactants are CC(=O)O, COc1ccc(C2CCNCC2)cc1CC1CCCC1, N#CO[Na], O. The product is COc1ccc(C2CCN(C(N)=O)CC2)cc1CC1CCCC1. RXN SMILES: [CH3:25][C:26](=[O:27])[OH:28].[CH:1]1([CH2:6][c:7]2[cH:8][c:9]([CH:15]3[CH2:16][CH2:17][NH:18][CH2:19][CH2:20]3)[cH:10][cH:11][c:12]2[O:13][CH3:14])[CH2:2][CH2:3][CH2:4][CH2:5]1.[Na:21][O:22][C:23]#[N:24].[OH2:29]>>[CH:1]1([CH2:6][c:7]2[cH:8][c:9]([CH:15]3[CH2:16][CH2:17][N:18]([C:23](=[O:22])[NH2:24])[CH2:19][CH2:20]3)[cH:10][cH:11][c:12]2[O:13][CH3:14])[CH2:2][CH2:3][CH2:4][CH2:5]1. The reactants are NS(=O)(=O)c1cnc(OCC2(F)CCOCC2)c(Br)c1, C1=CCCCC1, CCOC(C)=O. Product: NS(=O)(=O)c1ccc(OCC2(F)CCOCC2)nc1. Reaction SMILES: [Br:1][c:2]1[cH:3][c:4]([S:17](=[O:18])(=[O:19])[NH2:20])[cH:5][n:6][c:7]1[O:8][CH2:9][C:10]1([F:16])[CH2:11][CH2:12][O:13][CH2:14][CH2:15]1.[CH2:21]1[CH2:22][CH:23]=[CH:24][CH2:25][CH2:26]1.[CH3:27][CH2:28][O:29][C:30](=[O:31])[CH3:32]>>[cH:2]1[cH:3][c:4]([S:17](=[O:18])(=[O:19])[NH2:20])[cH:5][n:6][c:7]1[O:8][CH2:9][C:10]1([F:16])[CH2:11][CH2:12][O:13][CH2:14][CH2:15]1.